From a dataset of the Open Reaction Database (ORD), a public repository of structured organic reaction records. describe an organic reaction: reactants, conditions, products, and yield Reactants: FC1=CC=C2CCCC(C2=C1)=O (7-fluorotetralone), 51, C(CS)S (1,2-ethanedithiol), B(F)(F)F.CCOCC (Boron trifluoride diethyl etherate). Product: FC1=CC=C2CCCC3(C2=C1)SCCS3 (7′-Fluoro-3′,4′-dihydro-2′H-spiro[[1,3]dithiolane-2,1′-naphthalene]). Isolated yield 100.0%. RXN SMILES: [F:1][C:2]1[CH:11]=[C:10]2[C:5]([CH2:6][CH2:7][CH2:8][C:9]2=O)=[CH:4][CH:3]=1.B(F)(F)F.CCOCC.[CH2:22]([SH:25])[CH2:23][SH:24]>>[F:1][C:2]1[CH:11]=[C:10]2[C:5]([CH2:6][CH2:7][CH2:8][C:9]32[S:25][CH2:22][CH2:23][S:24]3)=[CH:4][CH:3]=1 |f:1.2|. Procedure details: Dissolved 7-fluorotetralone, 51 (10.0 g, 60.9 mmol) in 1,2-ethanedithiol (10 mL) and cooled reaction to 0° C. Boron trifluoride diethyl etherate (7.5 mL) was added dropwise. The white suspension became yellow and homogenous. The wet ice bath was removed and the reaction was warmed to ambient temperature. The reaction was then diluted with heptanes (25 mL) and poured into an ice cold solution of saturated sodium bicarbonate. The organic layer was separated, dried over sodium sulfate and concentra... Starting materials: CCO, Cl, CC(=O)c1ccc(C(F)(F)C(F)(F)c2ccccc2)cc1, NO, c1ccncc1. Reaction SMILES: [CH3:25][CH2:26][OH:27].[ClH:22].[F:1][C:2]([C:3]([c:4]1[cH:5][cH:6][cH:7][cH:8][cH:9]1)([F:10])[F:11])([F:12])[c:13]1[cH:14][cH:15][c:16]([C:19]([CH3:20])=[O:21])[cH:17][cH:18]1.[NH2:23][OH:24].[cH:28]1[cH:29][cH:30][n:31][cH:32][cH:33]1>>[F:1][C:2]([C:3]([c:4]1[cH:5][cH:6][cH:7][cH:8][cH:9]1)([F:10])[F:11])([F:12])[c:13]1[cH:14][cH:15][c:16]([C:19]([CH3:20])=[N:23][OH:24])[cH:17][cH:18]1. Yields the product CC(=NO)c1ccc(C(F)(F)C(F)(F)c2ccccc2)cc1. Reactants: CC1=C(C2(C)OCCO2)C2(C)CCC3C(CC=C4CC(C)CCC43C)C2C1, CC(C)=O, CC(=O)C1=C(C)CC2C3CC=C4CC(C)CCC4(C)C3CCC12C, CCO, Cl, NO, C1CCOC1, Cc1ccc(S(=O)(=O)O)cc1, c1ccncc1. Yields the product CC1CCC2(C)C(=CCC3C4CC(C)C(=O)C4(C)CCC32)C1. Reaction SMILES: [CH2:1]1[O:2][C:4]([C:5]2=[C:24]([CH3:25])[CH2:23][CH:8]3[C:6]2([CH3:7])[CH2:12][CH2:11][CH:10]2[CH:9]3[CH2:22][CH:21]=[C:15]3[C:13]2([CH3:14])[CH2:20][CH2:19][CH:17]([CH3:18])[CH2:16]3)([CH3:26])[O:3][CH2:27]1.[CH3:39][C:40]([CH3:41])=[O:42].[CH3:43][CH:44]1[CH2:45][C:46]2=[CH:47][CH2:48][CH:49]3[CH:50]4[CH2:51][C:52]([CH3:66])=[C:53]([C:54](=[O:55])[CH3:56])[C:57]4([CH3:65])[CH2:58][CH2:59][CH:60]3[C:61]2([CH3:64])[CH2:62][CH2:63]1.[CH3:75][CH2:76][OH:77].[ClH:67].[NH2:68][OH:69].[O:70]1[CH2:71][CH2:72][CH2:73][CH2:74]1.[c:28]1([CH3:29])[cH:30][cH:31][c:32]([S:33]([OH:34])(=[O:35])=[O:36])[cH:37][cH:38]1.[cH:78]1[cH:79][cH:80][n:81][cH:82][cH:83]1>>[O:3]=[C:53]1[CH:52]([CH3:66])[CH2:51][CH:50]2[CH:49]3[CH2:48][CH:47]=[C:46]4[CH2:45][CH:44]([CH3:43])[CH2:63][CH2:62][C:61]4([CH3:64])[CH:60]3[CH2:59][CH2:58][C:57]21[CH3:65].